This data is from the Open Reaction Database (ORD), a public repository of structured organic reaction records. The task is: describe an organic reaction: reactants, conditions, products, and yield Starting materials: CC(C)(C)OC(=O)NCCN1CC2CNCC(C1)O2, Cc1cc(C)c(S(=O)(=O)O)c(C)c1, Cc1ccccc1, CC(C)O, [Na+], [Na+], O=C([O-])[O-], N#Cc1ccc(OCC2CO2)cc1. The product is CC(C)(C)OC(=O)NCCN1CC2CN(CC(O)COc3ccc(C#N)cc3)CC(C1)O2. As a reaction SMILES: [C:7]([CH3:8])([CH3:9])([CH3:10])[O:11][C:12]([NH:13][CH2:14][CH2:15][N:16]1[CH2:17][CH:18]2[CH2:19][NH:20][CH2:21][CH:22]([CH2:23]1)[O:24]2)=[O:25].[CH3:26][c:27]1[cH:28][c:29]([CH3:30])[cH:31][c:32]([CH3:33])[c:34]1[S:35]([OH:36])(=[O:37])=[O:38].[CH3:56][c:57]1[cH:58][cH:59][cH:60][cH:61][cH:62]1.[CH:52]([OH:53])([CH3:54])[CH3:55].[Na+:1].[Na+:2].[O-:3][C:4](=[O:5])[O-:6].[O:39]1[CH:40]([CH2:42][O:43][c:44]2[cH:45][cH:46][c:47]([C:48]#[N:49])[cH:50][cH:51]2)[CH2:41]1>>[C:7]([CH3:8])([CH3:9])([CH3:10])[O:11][C:12]([NH:13][CH2:14][CH2:15][N:16]1[CH2:17][CH:18]2[CH2:19][N:20]([CH2:41][CH:40]([OH:39])[CH2:42][O:43][c:44]3[cH:45][cH:46][c:47]([C:48]#[N:49])[cH:50][cH:51]3)[CH2:21][CH:22]([CH2:23]1)[O:24]2)=[O:25]. Procedure: Following General Procedure U and using cyclohex-1-enylacetic acid (Alfa) and N-(L-alaninyl)-L-phenylalanine methyl ester (prepared by coupling N-BOC-L-alanine (Bachem) with L-phenylalanine methyl ester hydrochloride (Bachem) using General Procedure U, followed by removal of the BOC-group using General Procedure Y), the title compound was prepared as a solid (mp=139-142° C.). The reaction was monitored by tlc (Rf=0.27 in 1:1 EtOAc/hexanes). The product is COC([C@@H](NC([C@@H](NC(CC1=CCCCC1)=O)C)=O)CC1=CC=CC=C1)=O (N-[N-(Cyclohex-1-enylacety)-L-alaninyl]-L-phenylalanine Methyl Ester). Reaction SMILES: [C:1]1([CH2:7][C:8]([OH:10])=O)[CH2:6][CH2:5][CH2:4][CH2:3][CH:2]=1.[CH3:11][O:12][C:13](=[O:28])[C@H:14]([CH2:21][C:22]1[CH:27]=[CH:26][CH:25]=[CH:24][CH:23]=1)[NH:15][C:16](=[O:20])[C@H:17]([CH3:19])[NH2:18].C(N[C@H](C(O)=O)C)(OC(C)(C)C)=O.Cl.COC(=O)[C@H](CC1C=CC=CC=1)N>>[CH3:11][O:12][C:13](=[O:28])[C@H:14]([CH2:21][C:22]1[CH:27]=[CH:26][CH:25]=[CH:24][CH:23]=1)[NH:15][C:16](=[O:20])[C@H:17]([CH3:19])[NH:18][C:8](=[O:10])[CH2:7][C:1]1[CH2:6][CH2:5][CH2:4][CH2:3][CH:2]=1 |f:3.4|. Starting materials: C1(=CCCCC1)CC(=O)O (cyclohex-1-enylacetic acid), Cl.COC([C@@H](N)CC1=CC=CC=C1)=O (L-phenylalanine methyl ester hydrochloride), EtOAc hexanes, COC([C@@H](NC([C@@H](N)C)=O)CC1=CC=CC=C1)=O (N-(L-alaninyl)-L-phenylalanine methyl ester), C(=O)(OC(C)(C)C)N[C@@H](C)C(=O)O (N-BOC-L-alanine).